From a dataset of the Open Reaction Database (ORD), a public repository of structured organic reaction records. describe an organic reaction: reactants, conditions, products, and yield Product: O=C(Nc1ccccc1)OCCCCCCCCCCC=C(F)F. Starting materials: CC(=O)[O-], CC(=O)[O-], CCCC[Sn+2]CCCC, CCCCCCC, OCCCCCCCCCCC=C(F)F, O=C=Nc1ccccc1. Reaction SMILES: [C:16]([O-:17])(=[O:18])[CH3:19].[C:20]([O-:21])(=[O:22])[CH3:23].[CH2:24]([Sn+2:25][CH2:26][CH2:27][CH2:28][CH3:29])[CH2:30][CH2:31][CH3:32].[CH3:42][CH2:43][CH2:44][CH2:45][CH2:46][CH2:47][CH3:48].[F:1][C:2](=[CH:3][CH2:4][CH2:5][CH2:6][CH2:7][CH2:8][CH2:9][CH2:10][CH2:11][CH2:12][CH2:13][OH:14])[F:15].[O:33]=[C:34]=[N:35][c:36]1[cH:37][cH:38][cH:39][cH:40][cH:41]1>>[F:1][C:2](=[CH:3][CH2:4][CH2:5][CH2:6][CH2:7][CH2:8][CH2:9][CH2:10][CH2:11][CH2:12][CH2:13][O:14][C:34](=[O:33])[NH:35][c:36]1[cH:37][cH:38][cH:39][cH:40][cH:41]1)[F:15]. Reactants: O=C(NC(O)C(=O)O)OCc1ccccc1, COc1ccccc1C, CC(=O)O, O=S(=O)(O)O. Product: COc1ccc(C(NC(=O)OCc2ccccc2)C(=O)O)cc1C. As a reaction SMILES: [CH2:1]([c:2]1[cH:3][cH:4][cH:5][cH:6][cH:7]1)[O:8][C:9](=[O:10])[NH:11][CH:12]([C:13](=[O:14])[OH:15])[OH:16].[CH3:17][c:18]1[c:19]([O:24][CH3:25])[cH:20][cH:21][cH:22][cH:23]1.[CH3:31][C:32](=[O:33])[OH:34].[S:26](=[O:27])(=[O:28])([OH:29])[OH:30]>>[CH2:1]([c:2]1[cH:3][cH:4][cH:5][cH:6][cH:7]1)[O:8][C:9](=[O:10])[NH:11][CH:12]([C:13](=[O:14])[OH:15])[c:22]1[cH:21][cH:20][c:19]([O:24][CH3:25])[c:18]([CH3:17])[cH:23]1.